This data is from the Open Reaction Database (ORD), a public repository of structured organic reaction records. The task is: describe an organic reaction: reactants, conditions, products, and yield Starting materials: CCCCO, COC(=O)c1ccnc(NCCCN2CCN(c3cc(Cl)ccc3OC)CC2)n1, NCCNc1nc(=O)cc[nH]1. The product is COc1ccc(Cl)cc1N1CCN(CCCNc2nccc(C(=O)NCCNc3nc(=O)cc[nH]3)n2)CC1. As a reaction SMILES: [CH2:41]([OH:42])[CH2:43][CH2:44][CH3:45].[Cl:1][c:2]1[cH:3][cH:4][c:5]([O:28][CH3:29])[c:6]([N:8]2[CH2:9][CH2:10][N:11]([CH2:14][CH2:15][CH2:16][NH:17][c:18]3[n:19][cH:20][cH:21][c:22]([C:24](=[O:25])[O:26][CH3:27])[n:23]3)[CH2:12][CH2:13]2)[cH:7]1.[NH2:30][CH2:31][CH2:32][NH:33][c:34]1[nH:35][cH:36][cH:37][c:38](=[O:40])[n:39]1>>[Cl:1][c:2]1[cH:3][cH:4][c:5]([O:28][CH3:29])[c:6]([N:8]2[CH2:9][CH2:10][N:11]([CH2:14][CH2:15][CH2:16][NH:17][c:18]3[n:19][cH:20][cH:21][c:22]([C:24](=[O:25])[NH:30][CH2:31][CH2:32][NH:33][c:34]4[nH:35][cH:36][cH:37][c:38](=[O:40])[n:39]4)[n:23]3)[CH2:12][CH2:13]2)[cH:7]1. Solvent: O1CCCC1 (tetrahydrofuran), O (water). Reactants: C[C@@H]1CN(CCN1C(=O)OCC1=CC=C(C=C1)[N+](=O)[O-])C(=O)[C@H]1N(C[C@H](C1)SC=1[C@@H]([C@H]2N(C1C(=O)OCC1=CC=C(C=C1)[N+](=O)[O-])C([C@@H]2[C@@H](C)O)=O)C)C(=O)OCC2=CC=C(C=C2)[N+](=O)[O-] (4-nitrobenzyl (1R, 5S, 6S)-2-{(2S, 4S)-2-[(3R)-3-methyl-4-(4-nitrobenzyloxycarbonyl)-1-piperazinylcarbonyl]-1-(4-nitrobenzyloxycarbonyl)pyrrolidin-4-ylthio}-6-[(1R)-1-hydroxyethyl]-1-methyl-1-carbapen-2-em-3-carboxylate), Cl (hydrochloric acid). Yields the product Cl.C[C@@H]1CN(CCN1)C(=O)[C@H]1NC[C@H](C1)SC=1[C@@H]([C@H]2N(C1C(=O)O)C([C@@H]2[C@@H](C)O)=O)C ((1R, 5S, 6S)-2-{(2S, 4S)-2-[(3R)-3-Methyl-1-piperazinylcarbonyl]pyrrolidin-4-ylthio}-6-[(1R)-1-hydroxyethyl]-1-methyl-1-carbapen-2-em-3-carboxylic acid hydrochloride). As a reaction SMILES: [CH3:1][C@H:2]1[N:7](C(OCC2C=CC([N+]([O-])=O)=CC=2)=O)[CH2:6][CH2:5][N:4]([C:21]([C@@H:23]2[CH2:27][C@H:26]([S:28][C:29]3[C@H:30]([CH3:53])[C@@H:31]4[C@@H:48]([C@H:49]([OH:51])[CH3:50])[C:47](=[O:52])[N:32]4[C:33]=3[C:34]([O:36]CC3C=CC([N+]([O-])=O)=CC=3)=[O:35])[CH2:25][N:24]2C(OCC2C=CC([N+]([O-])=O)=CC=2)=O)=[O:22])[CH2:3]1.[ClH:67]>O1CCCC1.O>[ClH:67].[CH3:1][C@H:2]1[NH:7][CH2:6][CH2:5][N:4]([C:21]([C@@H:23]2[CH2:27][C@H:26]([S:28][C:29]3[C@H:30]([CH3:53])[C@@H:31]4[C@@H:48]([C@H:49]([OH:51])[CH3:50])[C:47](=[O:52])[N:32]4[C:33]=3[C:34]([OH:36])=[O:35])[CH2:25][NH:24]2)=[O:22])[CH2:3]1 |f:4.5|. Reported procedure: 175 mg of 4-nitrobenzyl (1R, 5S, 6S)-2-{(2S, 4S)-2-[(3R)-3-methyl-4-(4-nitrobenzyloxycarbonyl)-1-piperazinylcarbonyl]-1-(4-nitrobenzyloxycarbonyl)pyrrolidin-4-ylthio}-6-[(1R)-1-hydroxyethyl]-1-methyl-1-carbapen-2-em-3-carboxylate [prepared as described in step (a) above] were dissolved in 35 ml of a 1:1 by volume mixture of tetrahydrofuran and water, after which 0.20 ml of 1N aqueous hydrochloric acid was added, and the mixture was hydrogenated by bubbling hydrogen through it at room temperature...